describe an organic reaction: reactants, conditions, products, and yield From a dataset of the Open Reaction Database (ORD), a public repository of structured organic reaction records. RXN SMILES: [CH3:20][CH:21]([CH2:22][AlH:23][CH2:24][CH:25]([CH3:26])[CH3:27])[CH3:28].[CH3:29][c:30]1[cH:31][cH:32][cH:33][cH:34][cH:35]1.[O:1]=[C:2]1[CH2:3][CH:4]([c:14]2[cH:15][cH:16][cH:17][cH:18][cH:19]2)[CH:5]([CH2:8][C:9](=[O:10])[O:11][CH2:12][CH3:13])[CH2:6][CH2:7]1>>[O:1]=[C:2]1[CH2:3][CH:4]([c:14]2[cH:15][cH:16][cH:17][cH:18][cH:19]2)[CH:5]([CH2:8][CH:9]=[O:10])[CH2:6][CH2:7]1. The product is O=CCC1CCC(=O)CC1c1ccccc1. The reactants are CC(C)C[AlH]CC(C)C, Cc1ccccc1, CCOC(=O)CC1CCC(=O)CC1c1ccccc1. Yields the product CS(=O)(=O)CCCCCCCCCCC(=O)OO (11-(methylsulfonyl)peroxyundecanoic acid). Procedure: A stirred mixture of 3 g of 11-(methylsulfonyl)undecanoic acid and 30 mL of methanesulfonic acid was heated to approximately 40° C. The solid dissolved only partially in the methanesulfonic acid at this temperature. Then 1.29 g of 90% hydrogen peroxide was added dropwise. The temperature of the reaction mixture was reduced to room temperature after twenty minutes of reaction time. For the remainder of the two hour reaction time, the reaction mixture was not heated and became homogeneous. The rea... Run at temperature 40 celsius. Solvent: CS(=O)(=O)O (methanesulfonic acid), CS(=O)(=O)O (methanesulfonic acid). The reactants are OO (hydrogen peroxide), CS(=O)(=O)CCCCCCCCCCC(=O)O (11-(methylsulfonyl)undecanoic acid). Reaction SMILES: [CH3:1][S:2]([CH2:5][CH2:6][CH2:7][CH2:8][CH2:9][CH2:10][CH2:11][CH2:12][CH2:13][CH2:14][C:15]([OH:17])=[O:16])(=[O:4])=[O:3].[OH:18]O>CS(O)(=O)=O>[CH3:1][S:2]([CH2:5][CH2:6][CH2:7][CH2:8][CH2:9][CH2:10][CH2:11][CH2:12][CH2:13][CH2:14][C:15]([O:17][OH:18])=[O:16])(=[O:3])=[O:4]. As a reaction SMILES: [CH3:17][O:18][C:19]([CH:20]([CH2:21][CH:22]1[CH2:23][CH2:24][CH2:25][CH2:26]1)[Br:27])=[O:28].[H-:15].[Na+:16].[O:1]([c:2]1[cH:3][cH:4][cH:5][cH:6][cH:7]1)[c:8]1[cH:9][cH:10][c:11](=[O:14])[nH:12][n:13]1.[O:30]1[CH2:31][CH2:32][CH2:33][CH2:34]1.[OH2:29]>>[O:1]([c:2]1[cH:3][cH:4][cH:5][cH:6][cH:7]1)[c:8]1[cH:9][cH:10][c:11](=[O:14])[n:12]([CH:20]([C:19]([O:18][CH3:17])=[O:28])[CH2:21][CH:22]2[CH2:23][CH2:24][CH2:25][CH2:26]2)[n:13]1. Product: COC(=O)C(CC1CCCC1)n1nc(Oc2ccccc2)ccc1=O. The reactants are COC(=O)C(Br)CC1CCCC1, [H-], [Na+], O=c1ccc(Oc2ccccc2)n[nH]1, C1CCOC1, O. Starting materials: N1(N=NC2=C1C=CC=C2)C2=NC(=NC=C2)NC2CCC(CC2)C=O (4-(4-benzotriazol-1-yl-pyrimidin-2-ylamino)-cyclohexanecarbaldehyde), N1CCOCC1 (morpholine), O (Water), C(C)(=O)O[BH-](OC(C)=O)OC(C)=O.[Na+] (sodium triacetoxyborohydride). The reagents and catalysts are C(C)(=O)O (acetic acid). Solvent: ClCCCl (DCE). Run at time 2 hour. Yields the product N1(N=NC2=C1C=CC=C2)C2=NC(=NC=C2)NC2CCC(CC2)CN2CCOCC2 ((4-benzotriazol-1-yl-pyrimidin-2-yl)-(4-morpholin-4-ylmethyl-cyclohexyl)-amine). Reaction SMILES: [N:1]1([C:10]2[CH:15]=[CH:14][N:13]=[C:12]([NH:16][CH:17]3[CH2:22][CH2:21][CH:20]([CH:23]=O)[CH2:19][CH2:18]3)[N:11]=2)[C:5]2[CH:6]=[CH:7][CH:8]=[CH:9][C:4]=2[N:3]=[N:2]1.[NH:25]1[CH2:30][CH2:29][O:28][CH2:27][CH2:26]1.C(O[BH-](OC(=O)C)OC(=O)C)(=O)C.[Na+].O>C(O)(=O)C.ClCCCl>[N:1]1([C:10]2[CH:15]=[CH:14][N:13]=[C:12]([NH:16][CH:17]3[CH2:22][CH2:21][CH:20]([CH2:23][N:25]4[CH2:30][CH2:29][O:28][CH2:27][CH2:26]4)[CH2:19][CH2:18]3)[N:11]=2)[C:5]2[CH:6]=[CH:7][CH:8]=[CH:9][C:4]=2[N:3]=[N:2]1 |f:2.3|. Reported procedure: A mixture of 4-(4-benzotriazol-1-yl-pyrimidin-2-ylamino)-cyclohexanecarbaldehyde (39 mg), morpholine (14 μL) and acetic acid (2 drops) in DCE (2 mL) was stirred at RT for 2 hours; sodium triacetoxyborohydride was then added. The resulting mixture was stirred for 3 hours at RT. Water was added; the organic layer was separated and washed 3 times with water. The aqueous layer was re-extracted with DCM. The combined organic extracts were dried over Na2SO4 and filtered; the solvent was evaporated und...